Dataset: the Open Reaction Database (ORD), a public repository of structured organic reaction records. Task: describe an organic reaction: reactants, conditions, products, and yield The reactants are FC1=CC=C(C=C1)[C@H](C)NC=1C=C(C(=O)O)C=C(N1)NC1=NC=CN=C1 ((S)-2-[1-(4-Fluorophenyl)ethylamino]-6-(pyrazin-2-ylamino) isonicotinic acid), N.CO (ammonia methanol). Run at temperature 100 celsius, time 3 day. Product: FC1=CC=C(C=C1)[C@H](C)NC=1C=C(C(=O)N)C=C(N1)NC1=NC=CN=C1 ((S)-2-[1-(4-Fluorophenyl)ethylamino]-6-(pyrazin-2-ylamino) isonicotinamide). RXN SMILES: [F:1][C:2]1[CH:7]=[CH:6][C:5]([C@@H:8]([NH:10][C:11]2[CH:12]=[C:13]([CH:17]=[C:18]([NH:20][C:21]3[CH:26]=[N:25][CH:24]=[CH:23][N:22]=3)[N:19]=2)[C:14](O)=[O:15])[CH3:9])=[CH:4][CH:3]=1.[NH3:27].CO>>[F:1][C:2]1[CH:7]=[CH:6][C:5]([C@@H:8]([NH:10][C:11]2[CH:12]=[C:13]([CH:17]=[C:18]([NH:20][C:21]3[CH:26]=[N:25][CH:24]=[CH:23][N:22]=3)[N:19]=2)[C:14]([NH2:27])=[O:15])[CH3:9])=[CH:4][CH:3]=1 |f:1.2|. Procedure details: To 500 mg of (S)-2-[1-(4-fluorophenyl)ethylamino]-6-(pyrazin-2-ylamino) isonicotinic acid (Example 141), was added 15 ml of 7N ammonia/methanol solution and the mixture was stirred at 100° C. for 3 days in a sealed tube. The solvent of the reaction solution was distilled off under reduced pressure, and then the obtained residue was purified by silica gel column chromatography to obtain 310 mg of the objective compound as pale yellow powder. The reactants are BrCC1CCCCC1, CCOC(=O)c1cc(O)cc(Br)c1. Product: CCOC(=O)c1cc(Br)cc(OCC2CCCCC2)c1. RXN SMILES: [Br:14][CH2:15][CH:16]1[CH2:17][CH2:18][CH2:19][CH2:20][CH2:21]1.[Br:1][c:2]1[cH:3][c:4]([C:5](=[O:6])[O:7][CH2:8][CH3:9])[cH:10][c:11]([OH:13])[cH:12]1>>[Br:1][c:2]1[cH:3][c:4]([C:5](=[O:6])[O:7][CH2:8][CH3:9])[cH:10][c:11]([O:13][CH2:15][CH:16]2[CH2:17][CH2:18][CH2:19][CH2:20][CH2:21]2)[cH:12]1. Procedure: To a 50 ml Schlenk flask containing 138.7 mg (0.5 mmole) of (1-methylboratabenzene) (cyclopentadienyl) dimethyl zirconium [intermediate product of 1st Step] in 15 ml toluene and at 0° C., 162.1 mg (1 mmole) of Trifluoro-m-Cresol in 10 ml toluene is added slowly under stirring. After warming up to room temperature and stirring one hour at room temperature, toluene of the reaction mixture is moved by vacuum. The desired product (1-methylboratabenzene) (cyclopentadienyl) bis(3-trifluoromethylphenox... Yields the product C1(C=CC=C1)[Zr](OC1=CC(=CC=C1)C(F)(F)F)OC1=CC(=CC=C1)C(F)(F)F ((cyclopentadienyl) bis(3-trifluoromethylphenoxy) zirconium). Starting materials: C1(C=CC=C1)[Zr](C)C ((cyclopentadienyl) dimethyl zirconium), FC(C1=CC(=CC=C1)O)(F)F (Trifluoro-m-Cresol). Solvent: C1(=CC=CC=C1)C (toluene), C1(=CC=CC=C1)C (toluene), C1(=CC=CC=C1)C (toluene). RXN SMILES: [CH:1]1([Zr:6](C)C)[CH:5]=[CH:4][CH:3]=[CH:2]1.[F:9][C:10]([F:19])([F:18])[C:11]1[CH:16]=[CH:15][CH:14]=[C:13]([OH:17])[CH:12]=1>C1(C)C=CC=CC=1>[CH:1]1([Zr:6]([O:17][C:13]2[CH:14]=[CH:15][CH:16]=[C:11]([C:10]([F:9])([F:18])[F:19])[CH:12]=2)[O:17][C:13]2[CH:14]=[CH:15][CH:16]=[C:11]([C:10]([F:18])([F:19])[F:9])[CH:12]=2)[CH:5]=[CH:4][CH:3]=[CH:2]1. Starting materials: [Cl-].CC1=CSC=2N1C(C=C(N2)C[P+](C2=CC=CC=C2)(C2=CC=CC=C2)C2=CC=CC=C2)=O (3-Methyl-5-oxo-5H-[1,3]thiazolo[3,2-a]pyrimidin-7-ylmethyl(triphenyl)-phosphonium chloride), intermediate, [H-].[Na+] (NaH), C1(CC1)COC1=C(C=O)C=CC=C1OC (2-(cyclopropylmethoxy)-3-methoxybenzaldehyde), C1(CC1)COC1=C(C=CC=C1OC)/C=C/C=1N=C2N(C(C1I)=O)C=CS2 (7-{(E)-2-[2-(Cyclopropylmethoxy)-3-methoxyphenyl]vinyl}-6-iodo-5H-[1,3]thiazolo[3,2-a]pyrimidin-5-one). Run in CS(=O)C (DMSO). Yields the product C1(CC1)COC1=C(C=CC=C1OC)/C=C/C=1N=C2N(C(C1)=O)C(=CS2)C (7-{(E)-2-[2-(Cyclopropylmethoxy)-3-methoxyphenyl]vinyl}-3-methyl-5H-[1,3]-thiazolo[3,2-a]pyrimidin-5-one). RXN SMILES: [Cl-].[CH3:2][C:3]1[N:7]2[C:8](=[O:32])[CH:9]=[C:10]([CH2:12][P+](C3C=CC=CC=3)(C3C=CC=CC=3)C3C=CC=CC=3)[N:11]=[C:6]2[S:5][CH:4]=1.[H-].[Na+].[CH:35]1([CH2:38][O:39][C:40]2[C:47]([O:48][CH3:49])=[CH:46][CH:45]=[CH:44][C:41]=2[CH:42]=O)[CH2:37][CH2:36]1.C1(COC2C(OC)=CC=CC=2/C=C/C2N=C3SC=CN3C(=O)C=2I)CC1>CS(C)=O>[CH:35]1([CH2:38][O:39][C:40]2[C:47]([O:48][CH3:49])=[CH:46][CH:45]=[CH:44][C:41]=2/[CH:42]=[CH:12]/[C:10]2[N:11]=[C:6]3[S:5][CH:4]=[C:3]([CH3:2])[N:7]3[C:8](=[O:32])[CH:9]=2)[CH2:36][CH2:37]1 |f:0.1,2.3|. Procedure: A stirred suspension of Step 2 intermediate (1.0 g, 2.096 mmol) in dry DMSO (12 ml) was treated with NaH (92 mg, 2.306 mmol) and 2-(cyclopropylmethoxy)-3-methoxybenzaldehyde (475 mg, 2.306 mmol) according to the procedure described in Step 3, Intermediate 2 to yield a crude solid which was purified by column chromatography using 2% ethyl acetate in DCM to afford 260 mg of the desired compound as an off-white solid; 1H NMR (300 MHz, DMSO-d6) δ 0.31-0.32 (m, 2H), 0.53-0.55 (m, 2H), 1.18-1.22 (m, 1... Reactants: N#CCCOCCl, O=C([O-])O, COc1ccc(C(OCC2OC(n3ccc(=O)[nH]c3=O)C(O)C2O)(c2ccccc2)c2ccc(OC)cc2)cc1, CCN(C(C)C)C(C)C, ClCCCl, [Na+]. Product: COc1ccc(C(OCC2OC(n3ccc(=O)[nH]c3=O)C(OCOCCC#N)C2O)(c2ccccc2)c2ccc(OC)cc2)cc1. RXN SMILES: [C:50](#[N:51])[CH2:52][CH2:53][O:54][CH2:55][Cl:56].[C:57](=[O:58])([OH:59])[O-:60].[CH3:1][O:2][c:3]1[cH:4][cH:5][c:6]([C:7]([c:8]2[cH:9][cH:10][c:11]([O:14][CH3:15])[cH:12][cH:13]2)([c:16]2[cH:17][cH:18][cH:19][cH:20][cH:21]2)[O:22][CH2:23][CH:24]2[CH:25]([OH:38])[CH:26]([OH:37])[CH:27]([n:29]3[c:30](=[O:31])[nH:32][c:33](=[O:34])[cH:35][cH:36]3)[O:28]2)[cH:39][cH:40]1.[CH:41]([N:42]([CH:43]([CH3:44])[CH3:45])[CH2:46][CH3:47])([CH3:48])[CH3:49].[Cl:62][CH2:63][CH2:64][Cl:65].[Na+:61]>>[CH3:1][O:2][c:3]1[cH:4][cH:5][c:6]([C:7]([c:8]2[cH:9][cH:10][c:11]([O:14][CH3:15])[cH:12][cH:13]2)([c:16]2[cH:17][cH:18][cH:19][cH:20][cH:21]2)[O:22][CH2:23][CH:24]2[CH:25]([OH:38])[CH:26]([O:37][CH2:55][O:54][CH2:53][CH2:52][C:50]#[N:51])[CH:27]([n:29]3[c:30](=[O:31])[nH:32][c:33](=[O:34])[cH:35][cH:36]3)[O:28]2)[cH:39][cH:40]1. Starting materials: C1(=CC=CC=C1)C=1C=C(CBr)C=CC1 (3-phenylbenzyl bromide), C1(=CC(=CC=C1)CN1N=C(C(=C(C1=O)C(=O)OCC)O)C(C)C)C1=CC=CC=C1 (Ethyl 2-(3-biphenylylmethyl)-5-hydroxy-6-(1-methylethyl)-3-oxo-2,3-dihydro-4-pyridazinecarboxylate), OC1=C(C(NN=C1C(C)C)=O)C(=O)OCC (ethyl 5-hydroxy-6-(1-methylethyl)-3-oxo-2,3-dihydro-4-pyridazinecarboxylate), [H-].[Na+] (sodium hydride), CN(C=O)C (N,N-Dimethylformamide). Reaction conditions: time 45 minute. Yields the product C1(=CC(=CC=C1)CN1N=C(C(=C(C1=O)C(=O)NCC(=O)O)O)C(C)C)C1=CC=CC=C1 (N-{[2-(3-Biphenylylmethyl)-5-hydroxy-6-(1-methylethyl)-3-oxo-2,3-dihydro-4-pyridazinyl]carbonyl}glycine), C1(=C(C=CC=C1)CN1N=C(C(=C(C1=O)C(=O)OCC)O)C(C)C)C1=CC=CC=C1 (ethyl 2-(2-biphenylylmethyl)-5-hydroxy-6-(1-methylethyl)-3-oxo-2,3-dihydro-4-pyridazinecarboxylate). Yield: 58.0%. RXN SMILES: [C:1]1([C:24]2[CH:29]=[CH:28][CH:27]=[CH:26][CH:25]=2)[CH:6]=[CH:5][CH:4]=[C:3]([CH2:7][N:8]2[C:13](=[O:14])[C:12]([C:15]([O:17][CH2:18][CH3:19])=[O:16])=[C:11]([OH:20])[C:10]([CH:21]([CH3:23])[CH3:22])=[N:9]2)[CH:2]=1.OC1C(C(C)C)=NNC(=O)[C:32]=1[C:41]([O:43]CC)=[O:42].[H-].[Na+].[C:48]1([C:54]2[CH:55]=[C:56]([CH:59]=[CH:60][CH:61]=2)CBr)[CH:53]=[CH:52][CH:51]=[CH:50][CH:49]=1.C[N:63](C)C=O>>[C:1]1([C:24]2[CH:29]=[CH:28][CH:27]=[CH:26][CH:25]=2)[CH:6]=[CH:5][CH:4]=[C:3]([CH2:7][N:8]2[C:13](=[O:14])[C:12]([C:15]([NH:63][CH2:32][C:41]([OH:43])=[O:42])=[O:16])=[C:11]([OH:20])[C:10]([CH:21]([CH3:23])[CH3:22])=[N:9]2)[CH:2]=1.[C:54]1([C:48]2[CH:49]=[CH:50][CH:51]=[CH:52][CH:53]=2)[CH:61]=[CH:60][CH:59]=[CH:56][C:55]=1[CH2:7][N:8]1[C:13](=[O:14])[C:12]([C:15]([O:17][CH2:18][CH3:19])=[O:16])=[C:11]([OH:20])[C:10]([CH:21]([CH3:22])[CH3:23])=[N:9]1 |f:2.3|. Procedure: Ethyl 2-(3-biphenylylmethyl)-5-hydroxy-6-(1-methylethyl)-3-oxo-2,3-dihydro-4-pyridazinecarboxylate. To a solution of ethyl 5-hydroxy-6-(1-methylethyl)-3-oxo-2,3-dihydro-4-pyridazinecarboxylate (example 46(a), 0.125 g, 0.55 mmol) in N,N-Dimethylformamide (DMF) (5 ml) at 0° C. was added sodium hydride (0.055 g, 0.138 mmol) in portions. The reaction mixture was stirred at room temperature for 45 minutes and then cooled back to 0° C. and 3-phenylbenzyl bromide (0.137 g, 0.55 mmol) was added. The mix... Starting materials: CO\N=C(/COC1=CC=C(COC2=CC=C(C=C2)C2C(C2)C(=O)O)C=C1)\C1=CC=C(C=C1)OC (2-{4-[(4-{[(2Z)-2-(methoxyimino)-2-(4-methoxyphenyl)ethyl]oxy}benzyl)oxy]phenyl}cyclopropanecarboxylic acid), [OH-].[Na+] (sodium hydroxide). The product is CO\N=C(/COC1=CC=C(COC2=CC=C(C=C2)C2C(C2)C(=O)[O-])C=C1)\C1=CC=C(C=C1)OC.[Na+] (Sodium 2-{4-[(4-{[(2Z)-2-(methoxyimino)-2-(4-methoxyphenyl)ethyl]oxy}benzyl)oxy]phenyl}cyclopropanecarboxylate). The yield is 27.8%. RXN SMILES: [CH3:1][O:2]/[N:3]=[C:4](/[C:27]1[CH:32]=[CH:31][C:30]([O:33][CH3:34])=[CH:29][CH:28]=1)\[CH2:5][O:6][C:7]1[CH:26]=[CH:25][C:10]([CH2:11][O:12][C:13]2[CH:18]=[CH:17][C:16]([CH:19]3[CH2:21][CH:20]3[C:22]([OH:24])=[O:23])=[CH:15][CH:14]=2)=[CH:9][CH:8]=1.[OH-].[Na+:36]>>[CH3:1][O:2]/[N:3]=[C:4](/[C:27]1[CH:28]=[CH:29][C:30]([O:33][CH3:34])=[CH:31][CH:32]=1)\[CH2:5][O:6][C:7]1[CH:8]=[CH:9][C:10]([CH2:11][O:12][C:13]2[CH:18]=[CH:17][C:16]([CH:19]3[CH2:21][CH:20]3[C:22]([O-:24])=[O:23])=[CH:15][CH:14]=2)=[CH:25][CH:26]=1.[Na+:36] |f:1.2,3.4|. Reported procedure: Compound 57 was synthesized from 2-{4-[(4-{[(2Z)-2-(methoxyimino)-2-(4-methoxyphenyl)ethyl]oxy}benzyl)oxy]phenyl}cyclopropanecarboxylic acid (0.08 g, 0.2 mmol) and sodium hydroxide (0.013 g, 0.3 mmol) by following the procedure described in scheme 12 (0.022 g, yield: 27.84%); Purity: 98.61%.